From a dataset of the Open Reaction Database (ORD), a public repository of structured organic reaction records. describe an organic reaction: reactants, conditions, products, and yield The reactants are Cc1ccc(O)cn1, [K+], [K+], N#Cc1cc([N+](=O)[O-])cc([N+](=O)[O-])c1, O=C([O-])[O-], CN(C)C=O, O. Product: Cc1ccc(Oc2cc(C#N)cc([N+](=O)[O-])c2)cn1. Reaction SMILES: [CH3:15][c:16]1[cH:17][cH:18][c:19]([OH:22])[cH:20][n:21]1.[K+:23].[K+:24].[N+:1]([O-:2])(=[O:3])[c:4]1[cH:5][c:6]([C:7]#[N:8])[cH:9][c:10]([N+:12](=[O:13])[O-:14])[cH:11]1.[O-:25][C:26]([O-:27])=[O:28].[O:30]=[CH:31][N:32]([CH3:33])[CH3:34].[OH2:29]>>[c:4]1([O:22][c:19]2[cH:18][cH:17][c:16]([CH3:15])[n:21][cH:20]2)[cH:5][c:6]([C:7]#[N:8])[cH:9][c:10]([N+:12](=[O:13])[O-:14])[cH:11]1.